Task: describe an organic reaction: reactants, conditions, products, and yield. Dataset: the Open Reaction Database (ORD), a public repository of structured organic reaction records The reactants are Cl.C(C1=CC=CC=C1)C1=C(NC2=C1C(=NC=C2)OCC2=CC=C(C=C2)F)C (3-benzyl-2-methyl-4-(4-fluorobenzyloxy)-1H-pyrrolo[3,2-c]pyridine hydrochloride), C([O-])(O)=O.[Na+] (sodium bicarbonate). Yields the product C(C1=CC=CC=C1)C1=C(NC2=C1C(=NC=C2)OCC2=CC=C(C=C2)F)C (3-benzyl-2-methyl-4-(4-fluorobenzyloxy)-1H-pyrrolo[3,2-c]pyridine). The yield is 98.5%. RXN SMILES: Cl.[CH2:2]([C:9]1[C:13]2[C:14]([O:18][CH2:19][C:20]3[CH:25]=[CH:24][C:23]([F:26])=[CH:22][CH:21]=3)=[N:15][CH:16]=[CH:17][C:12]=2[NH:11][C:10]=1[CH3:27])[C:3]1[CH:8]=[CH:7][CH:6]=[CH:5][CH:4]=1.C(=O)(O)[O-].[Na+]>>[CH2:2]([C:9]1[C:13]2[C:14]([O:18][CH2:19][C:20]3[CH:21]=[CH:22][C:23]([F:26])=[CH:24][CH:25]=3)=[N:15][CH:16]=[CH:17][C:12]=2[NH:11][C:10]=1[CH3:27])[C:3]1[CH:4]=[CH:5][CH:6]=[CH:7][CH:8]=1 |f:0.1,2.3|. Procedure: The compound (27 mg, 0.066 mmol) prepared in Example 75 was treated with a saturated sodium bicarbonate solution to obtain 3-benzyl-2-methyl-4-(4-fluorobenzyloxy)-1H-pyrrolo[3,2-c]pyridine (23 mg, 0.065 mmol). Sodium hydride (60%, 4.9 mg, 0.118 mmol) was added at room temperature to a solution of 3-benzyl-2-methyl-4-(4-fluorobenzyloxy)-1H-pyrrolo[3,2-c]pyridine (23 mg, 0.065 mmol) in N,N-dimethylformamide (1 ml) and then the reaction mixture was stirred for 30 minutes. Iodomethane (0.007 ml, 0.1... Procedure: As a result of analysis by gaschromatography, it was found that the yield of 1,3-bis(aminomethyl)cyclohexane was 93,1 mol %, and as other products 0.1 mol % of metaxylene, 6.1 mol % of 3-aminomethyl-1-methylcyclohexane, 0.2 mol % of 3-methylbenzylamine and 0.2 mol % of unreacted metaxylylenediamine were obtained. As a reaction SMILES: [NH2:1][CH2:2][CH:3]1[CH2:8][CH2:7][CH2:6][CH:5]([CH2:9][NH2:10])[CH2:4]1>C1(C)C=CC=C(C)C=1>[NH2:1][CH2:2][CH:3]1[CH2:8][CH2:7][CH2:6][CH:5]([CH3:9])[CH2:4]1.[CH3:9][C:5]1[CH:4]=[C:3]([CH:8]=[CH:7][CH:6]=1)[CH2:2][NH2:1].[C:5]1([CH2:9][NH2:10])[CH:6]=[CH:7][CH:8]=[C:3]([CH2:2][NH2:1])[CH:4]=1. Yields the product NCC1CC(CCC1)C (3-aminomethyl-1-methylcyclohexane), CC=1C=C(CN)C=CC1 (3-methylbenzylamine), C1(=CC(=CC=C1)CN)CN (metaxylylenediamine). Solvent: C1(=CC(=CC=C1)C)C (metaxylene). The reactants are NCC1CC(CCC1)CN (1,3-bis(aminomethyl)cyclohexane). Starting materials: BrC1=C(CCNC(C2=CC=C(C=C2)C(F)(F)F)=O)C=CC=C1 (N-(2-bromophenethyl)-4-(trifluoromethyl)benzamide), O=P12OP3(=O)OP(=O)(O1)OP(=O)(O2)O3 (phosphorus pentaoxide), ice. Solvent: C1(=CC=CC=C1)C (toluene). The product is BrC1=C2CCN=C(C2=CC=C1)C1=CC=C(C=C1)C(F)(F)F (5-bromo-1-(4-(trifluoromethyl)phenyl)-3,4-dihydroisoquinoline). As a reaction SMILES: [Br:1][C:2]1[CH:22]=[CH:21][CH:20]=[CH:19][C:3]=1[CH2:4][CH2:5][NH:6][C:7](=O)[C:8]1[CH:13]=[CH:12][C:11]([C:14]([F:17])([F:16])[F:15])=[CH:10][CH:9]=1.O=P12OP3(OP(OP(O3)(O1)=O)(=O)O2)=O>C1(C)C=CC=CC=1>[Br:1][C:2]1[CH:22]=[CH:21][CH:20]=[C:19]2[C:3]=1[CH2:4][CH2:5][N:6]=[C:7]2[C:8]1[CH:13]=[CH:12][C:11]([C:14]([F:17])([F:16])[F:15])=[CH:10][CH:9]=1. Reported procedure: To a 100 mL round-bottomed flask was added N-(2-bromophenethyl)-4-(tri-fluoromethyl)benzamide (1.6 g, 4299 μmol, from step 1), toluene (50 mL), phosphorus pentaoxide (1061 μL, 17196 μmol, Aldrich). The reaction mixture was stirred at reflux for 5 h. The mixture was cooled down and then poured into ice (ca 50 g), and extracted with EtOAc (2×50 mL). The organic extract was washed with water (30 mL), saturated NaCl (30 mL), dried over Na2SO4, filtered and concentrated in vacuo and the residue was p... The reactants are CC(=O)O[BH-](OC(C)=O)OC(C)=O, CCc1nc2ccccc2n1-c1nc(N2CCOCC2)c2nc(C=O)n(C)c2n1, FC1CN(C2CCNCC2)C1, [Na+]. Product: CCc1nc2ccccc2n1-c1nc(N2CCOCC2)c2nc(CN3CCC(N4CC(F)C4)CC3)n(C)c2n1. As a reaction SMILES: [C:41]([O:42][BH-:43]([O:44][C:45](=[O:46])[CH3:47])[O:48][C:49](=[O:50])[CH3:51])(=[O:52])[CH3:53].[CH2:1]([CH3:2])[c:3]1[n:4][c:5]2[c:6]([n:7]1-[c:8]1[n:9][c:10]([N:20]3[CH2:21][CH2:22][O:23][CH2:24][CH2:25]3)[c:11]3[n:12][c:13]([CH:18]=[O:19])[n:14]([CH3:17])[c:15]3[n:16]1)[cH:26][cH:27][cH:28][cH:29]2.[F:30][CH:31]1[CH2:32][N:33]([CH:35]2[CH2:36][CH2:37][NH:38][CH2:39][CH2:40]2)[CH2:34]1.[Na+:54]>>[CH2:1]([CH3:2])[c:3]1[n:4][c:5]2[c:6]([n:7]1-[c:8]1[n:9][c:10]([N:20]3[CH2:21][CH2:22][O:23][CH2:24][CH2:25]3)[c:11]3[n:12][c:13]([CH2:18][N:38]4[CH2:37][CH2:36][CH:35]([N:33]5[CH2:32][CH:31]([F:30])[CH2:34]5)[CH2:40][CH2:39]4)[n:14]([CH3:17])[c:15]3[n:16]1)[cH:26][cH:27][cH:28][cH:29]2. Reactants: Br/C=C/C=1C(=NC(=NC1)OC)OC (E-5-(2-bromovinyl)-2,4-dimethoxypyrimidine), [Na+].[I-] (NaI). Solvent: CC(=O)O (AcOH). The product is Br/C=C/C=1C(NC(NC1)=O)=O (E-5-(2-Bromovinyl)uracil). The yield is 64.5%. RXN SMILES: [Br:1]/[CH:2]=[CH:3]/[C:4]1[C:5]([O:12]C)=[N:6][C:7]([O:10]C)=[N:8][CH:9]=1.[Na+].[I-]>CC(O)=O>[Br:1]/[CH:2]=[CH:3]/[C:4]1[C:5](=[O:12])[NH:6][C:7](=[O:10])[NH:8][CH:9]=1 |f:1.2|. Procedure: To a solution of E-5-(2-bromovinyl)-2,4-dimethoxypyrimidine (2.45 g; 10 mmol) in AcOH (10 ml) was added NaI (3.3 g; 2.2 eq.; 22 mmol) and the solution heated under reflux for 3 h. The hot mixture was filtered and diluted with water (15 ml). After cooling, the precipitated product was filtered off, washed with acetone (50 ml) and ether (20 ml) and dried to give a pale yellow powder (1.40 g, 65%). Mp>320° C.; 60 MHz 1H-NMR, DMSO-6d, δ: 7.60 (s, 1H, H-6); 7.30 (d, 1H, J=13 Hz, vinyl H); 6.80 (d, 1H...